This data is from the Open Reaction Database (ORD), a public repository of structured organic reaction records. The task is: describe an organic reaction: reactants, conditions, products, and yield Starting materials: BrC=1C=C2C=CNC2=CC1Cl (5-bromo-6-chloro-1H-indole), C([O-])([O-])=O.[Na+].[Na+] (sodium carbonate), C(C)OC1=CC=C(C=C1)B(O)O ((4-ethoxyphenyl)boronic acid), N#N (N2). The reagents and catalysts are C=1C=CC(=CC1)[P](C=2C=CC=CC2)(C=3C=CC=CC3)[Pd]([P](C=4C=CC=CC4)(C=5C=CC=CC5)C=6C=CC=CC6)([P](C=7C=CC=CC7)(C=8C=CC=CC8)C=9C=CC=CC9)[P](C=1C=CC=CC1)(C=1C=CC=CC1)C=1C=CC=CC1 (tetrakis(triphenylphosphine)palladium). Solvent: CCO.O.C1(=CC=CC=C1)C (EtOH water toluene). Yields the product ClC1=C(C=C2C=CNC2=C1)C1=CC=C(C=C1)OCC (6-Chloro-5-(4-ethoxyphenyl)-1H-indole). The yield is 86.3%. Reaction SMILES: Br[C:2]1[CH:3]=[C:4]2[C:8](=[CH:9][C:10]=1[Cl:11])[NH:7][CH:6]=[CH:5]2.C(=O)([O-])[O-].[Na+].[Na+].[CH2:18]([O:20][C:21]1[CH:26]=[CH:25][C:24](B(O)O)=[CH:23][CH:22]=1)[CH3:19].N#N>CCO.O.C1(C)C=CC=CC=1.C1C=CC([P]([Pd]([P](C2C=CC=CC=2)(C2C=CC=CC=2)C2C=CC=CC=2)([P](C2C=CC=CC=2)(C2C=CC=CC=2)C2C=CC=CC=2)[P](C2C=CC=CC=2)(C2C=CC=CC=2)C2C=CC=CC=2)(C2C=CC=CC=2)C2C=CC=CC=2)=CC=1>[Cl:11][C:10]1[CH:9]=[C:8]2[C:4]([CH:5]=[CH:6][NH:7]2)=[CH:3][C:2]=1[C:24]1[CH:25]=[CH:26][C:21]([O:20][CH2:18][CH3:19])=[CH:22][CH:23]=1 |f:1.2.3,6.7.8,^1:46,48,67,86|. Procedure: A solution of 5-bromo-6-chloro-1H-indole (5.92 g, 25.7 mmol), sodium carbonate (5.45 g, 51.4 mmol) and (4-ethoxyphenyl)boronic acid (5.12 g, 30.8 mmol) in EtOH/water/toluene (30 mL, each) was degassed with N2 for 5 minutes, treated with tetrakis(triphenylphosphine)palladium (1.8 g, 16.57 mmol) and degassed for an additional 5 minutes. The reaction mixture was heated to reflux under N2 for 16 hours. The reaction mixture was cooled to room temperature, poured into dilute NH4Cl solution (200 mL), a... Reactants: NCCSCC=1N=CNC1 (4-((2-Aminoethyl)thiomethyl)imidazole), dimethyl-N-cyanoimidodithiocarbonate, C(#N)NC(SC)=NCCSCC=1N=CNC1 (N-cyano-N'-[2-(4-imidazolylmethylthio)ethyl]-S-methylisothiourea). Solvent: C(C)O (ethanol). The product is C(#N)NC(=N)NCCSCC=1N=CNC1 (N-Cyano-N'-[2-(4-imidazolylmethylthio)ethyl]guanidine). Reaction SMILES: [NH2:1][CH2:2][CH2:3][S:4][CH2:5][C:6]1[N:7]=[CH:8][NH:9][CH:10]=1.[C:11]([NH:13][C:14](=[N:17]CCSCC1N=CNC=1)SC)#[N:12]>C(O)C>[C:11]([NH:13][C:14]([NH:1][CH2:2][CH2:3][S:4][CH2:5][C:6]1[N:7]=[CH:8][NH:9][CH:10]=1)=[NH:17])#[N:12]. Procedure details: 4-((2-Aminoethyl)thiomethyl)imidazole is reacted with dimethyl-N-cyanoimidodithiocarbonate according to the procedure of Example 3(c)(i) and the resultant N-cyano-N'-[2-(4-imidazolylmethylthio)ethyl]-S-methylisothiourea treated with ammoniacal ethanol according to the procedure of Example 5 to give the title compound. Starting materials: C(C=C)Br (Allyl bromide), 75, ClC=1C=C2N=C3C(=NC2=CC1)NC(=N3)CC (6-chloro-2-ethyl-1H-imidazo[4,5-b]quinoxaline), [O-]CC (ethoxide). The solvent is CN(C=O)C.O1CCCC1 (dimethylformamide tetrahydrofuran). Conditions: time 1 hour. The product is 24, C(C=C)N1C(=NC=2C1=NC1=CC=C(C=C1N2)Cl)CC (1-allyl-6-chloro-2-ethyl-1H-imidazo[4,5-b]quinoxaline). RXN SMILES: [Cl:1][C:2]1[CH:3]=[C:4]2[C:9](=[CH:10][CH:11]=1)[N:8]=[C:7]1[NH:12][C:13]([CH2:15][CH3:16])=[N:14][C:6]1=[N:5]2.[O-]CC.[CH2:20](Br)[CH:21]=[CH2:22]>CN(C)C=O.O1CCCC1>[CH2:22]([N:12]1[C:7]2=[N:8][C:9]3[C:4]([N:5]=[C:6]2[N:14]=[C:13]1[CH2:15][CH3:16])=[CH:3][C:2]([Cl:1])=[CH:11][CH:10]=3)[CH:21]=[CH2:20] |f:3.4|. Procedure details: A mixture of 75 parts of 6-chloro-2-ethyl-1H-imidazo[4,5-b]quinoxaline, 85 parts of thallous ethoxide, and 600 parts of 2:1 anhydrous dimethylformamide-tetrahydrofuran was stirred at room temperature for 1 hour. Allyl bromide (50 parts) was added in one portion, and the mixture was stirred for an additional hour, followed by heating for 30 minutes on a steam bath. The mixture was filtered, and the filtrate was diluted with 2000 parts of water. The filtrate was extracted with three 500 -part port... The reactants are C(C)OC(C=CC1=CC=C(C=C1)C#CC1=C(C=CC(=C1)C(C)(C)C)C)=O (3-[4-(5-tert-butyl-2-methyl-phenylethynyl)-phenyl]-acrylic acid ethyl ester), C(C)OC(C=CC1=CC=C(C=C1)C#CC1=C(C=CC(=C1)C(C)(C)C)C)=O (3-[4-(5-tert-butyl-2-methyl-phenylethynyl)-phenyl]-acrylic acid ethyl ester), [OH-].[K+] (potassium hydroxide). Solvent: C(C)O (ethanol), O1CCCC1 (tetrahydrofuran). Run at time 8 hour. The product is C(C)(C)(C)C=1C=CC(=C(C1)C#CC1=CC=C(C=C1)C=CC(=O)O)C (3-[4-(5-tert-Butyl-2-methyl-phenylethynyl)-phenyl]-acrylic acid). Yield: 77.3%. Reaction SMILES: C([O:3][C:4](=[O:26])[CH:5]=[CH:6][C:7]1[CH:12]=[CH:11][C:10]([C:13]#[C:14][C:15]2[CH:20]=[C:19]([C:21]([CH3:24])([CH3:23])[CH3:22])[CH:18]=[CH:17][C:16]=2[CH3:25])=[CH:9][CH:8]=1)C.[OH-].[K+]>C(O)C.O1CCCC1>[C:21]([C:19]1[CH:18]=[CH:17][C:16]([CH3:25])=[C:15]([C:14]#[C:13][C:10]2[CH:11]=[CH:12][C:7]([CH:6]=[CH:5][C:4]([OH:26])=[O:3])=[CH:8][CH:9]=2)[CH:20]=1)([CH3:24])([CH3:23])[CH3:22] |f:1.2|. Reported procedure: A solution of 3-[4-(5-tert-butyl-2-methyl-phenylethynyl)-phenyl]-acrylic acid ethyl ester (Intermediate 111, 0.09 g, 0.26 mmol) in ethanol (3 mL) and tetrahydrofuran (3 mL) was treated with 3M potassium hydroxide solution (1 mL, 3 mmol) and the resulting reaction mixture was stirred overnight at ambient temperature. The reaction mixture was concentrated in vacuo slightly, the residue was neutralized with dilute hydrochloric acid, and the solid that was formed was filtered and washed with water a... The reactants are N(N)C1=NC2=CC=CC=C2N=C1 (2-hydrazinoquinoxaline), C(C)(=O)O (acetic acid). The product is CC1=NN=C2N1C1=CC=CC=C1N=C2 (1-methyl-s-triazolo[ 4,3-a]quinoxaline). Reaction SMILES: [NH:1]([C:3]1[CH:12]=[N:11][C:10]2[C:5](=[CH:6][CH:7]=[CH:8][CH:9]=2)[N:4]=1)[NH2:2].[C:13](O)(=O)[CH3:14]>>[CH3:13][C:14]1[N:4]2[C:5]3[C:10]([N:11]=[CH:12][C:3]2=[N:1][N:2]=1)=[CH:9][CH:8]=[CH:7][CH:6]=3. Reported procedure: A 5 g. portion of 2-hydrazinoquinoxaline was stirred at reflux temperature in acetic acid for 3 hours. The reaction mixture was then cooled, and was evaporated to dryness under vacuum. The product was found to melt at 210°-12° C. without purification, and was identified as 1-methyl-s-triazolo[ 4,3-a]quinoxaline by NMR analysis and elemental microanalysis, the results of which follow.